describe an organic reaction: reactants, conditions, products, and yield From a dataset of the Open Reaction Database (ORD), a public repository of structured organic reaction records. Reactants: O=[N+]([O-])c1cc(Br)cnc1Cl, O=C([O-])[O-], ClCCCl, ClCCl, [K+], [K+], Nc1cccc(N2CCCC2=O)c1. The product is O=C1CCCN1c1cccc(Nc2ncc(Br)cc2[N+](=O)[O-])c1. As a reaction SMILES: [Br:1][c:2]1[cH:3][c:4]([N+:9](=[O:10])[O-:11])[c:5]([Cl:8])[n:6][cH:7]1.[C:25](=[O:26])([O-:27])[O-:28].[Cl:31][CH2:32][CH2:33][Cl:34].[Cl:35][CH2:36][Cl:37].[K+:29].[K+:30].[NH2:12][c:13]1[cH:14][c:15]([N:19]2[C:20](=[O:24])[CH2:21][CH2:22][CH2:23]2)[cH:16][cH:17][cH:18]1>>[Br:1][c:2]1[cH:3][c:4]([N+:9](=[O:10])[O-:11])[c:5]([NH:12][c:13]2[cH:14][c:15]([N:19]3[C:20](=[O:24])[CH2:21][CH2:22][CH2:23]3)[cH:16][cH:17][cH:18]2)[n:6][cH:7]1.